This data is from the Open Reaction Database (ORD), a public repository of structured organic reaction records. The task is: describe an organic reaction: reactants, conditions, products, and yield The reactants are C[O-], COS(=O)(=O)OC, CN(C)C=O, O=C1CCC2(CCC(=O)c3ccccc32)C(=O)N1, [Na+]. The product is CN1C(=O)CCC2(CCC(=O)c3ccccc32)C1=O. RXN SMILES: [CH3:19][O-:20].[CH3:22][O:23][S:24]([O:25][CH3:26])(=[O:27])=[O:28].[CH3:29][N:30]([CH3:31])[CH:32]=[O:33].[NH:1]1[C:2](=[O:18])[C:3]2([CH2:4][CH2:5][C:6](=[O:13])[c:7]3[cH:8][cH:9][cH:10][cH:11][c:12]32)[CH2:14][CH2:15][C:16]1=[O:17].[Na+:21]>>[N:1]1([CH3:22])[C:2](=[O:18])[C:3]2([CH2:4][CH2:5][C:6](=[O:13])[c:7]3[cH:8][cH:9][cH:10][cH:11][c:12]32)[CH2:14][CH2:15][C:16]1=[O:17]. Starting materials: ClCCCl, ClCCl, Cl, NCCCCN1C(=O)C=C(c2ccccc2)C1=O, On1nnc2ccccc21, O=C(O)C=Cc1cccnc1. Yields the product O=C(C=Cc1cccnc1)NCCCCN1C(=O)C=C(c2ccccc2)C1=O. Reaction SMILES: [CH2:22]([Cl:23])[CH2:24][Cl:25].[Cl:45][CH2:46][Cl:47].[ClH:26].[O:27]=[C:28]1[N:29]([CH2:40][CH2:41][CH2:42][CH2:43][NH2:44])[C:30](=[O:39])[CH:31]=[C:32]1[c:33]1[cH:34][cH:35][cH:36][cH:37][cH:38]1.[OH:12][n:13]1[c:14]2[c:15]([cH:16][cH:17][cH:18][cH:19]2)[n:20][n:21]1.[n:1]1[cH:2][c:3]([CH:7]=[CH:8][C:9](=[O:10])[OH:11])[cH:4][cH:5][cH:6]1>>[n:1]1[cH:2][c:3]([CH:7]=[CH:8][C:9](=[O:11])[NH:44][CH2:43][CH2:42][CH2:41][CH2:40][N:29]2[C:28](=[O:27])[C:32]([c:33]3[cH:34][cH:35][cH:36][cH:37][cH:38]3)=[CH:31][C:30]2=[O:39])[cH:4][cH:5][cH:6]1.